From a dataset of the Open Reaction Database (ORD), a public repository of structured organic reaction records. describe an organic reaction: reactants, conditions, products, and yield The reactants are ClC1=C(C=C(CNC(OC(C)(C)C)=O)C=C1)N=C=S (Tert-butyl 4-chloro-3-isothiocyanatobenzylcarbamate), ClC=1C(=CC(=C(N)C1)NC)N1CC(CCC1)C(F)(F)F (5-chloro-2-methylamino-4-(3-(trifluoromethyl)piperidin-1-yl)aniline), C(CCl)Cl (EDC). Solvent: CC#N (MeCN). Conditions: time 4 hour. The product is ClC1=C(C=C(CNC(OC(C)(C)C)=O)C=C1)NC1=NC2=C(N1C)C=C(C(=C2)Cl)N2CC(CCC2)C(F)(F)F (Tert-butyl N-{4-chloro-3-[5-chloro-1-methyl-6-(3-(trifluoromethyl)piperidin-1-yl)-1H-benzo[d]imidazol-2-ylamino]benzyl}-carbamate). Reaction SMILES: [Cl:1][C:2]1[CH:16]=[CH:15][C:5]([CH2:6][NH:7][C:8](=[O:14])[O:9][C:10]([CH3:13])([CH3:12])[CH3:11])=[CH:4][C:3]=1[N:17]=[C:18]=S.[Cl:20][C:21]1[C:22]([N:30]2[CH2:35][CH2:34][CH2:33][CH:32]([C:36]([F:39])([F:38])[F:37])[CH2:31]2)=[CH:23][C:24]([NH:28][CH3:29])=[C:25]([CH:27]=1)[NH2:26].C(Cl)CCl>CC#N>[Cl:1][C:2]1[CH:16]=[CH:15][C:5]([CH2:6][NH:7][C:8](=[O:14])[O:9][C:10]([CH3:13])([CH3:12])[CH3:11])=[CH:4][C:3]=1[NH:17][C:18]1[N:28]([CH3:29])[C:24]2[CH:23]=[C:22]([N:30]3[CH2:35][CH2:34][CH2:33][CH:32]([C:36]([F:38])([F:39])[F:37])[CH2:31]3)[C:21]([Cl:20])=[CH:27][C:25]=2[N:26]=1. Procedure: Tert-butyl 4-chloro-3-isothiocyanatobenzylcarbamate (938 mg, 3.1 mmol) was added to 5-chloro-2-methylamino-4-(3-(trifluoromethyl)piperidin-1-yl)aniline (920 mg, 3.0 mmol) in MeCN (20 mL). The mixture was stirred for 4 h at rt, then EDC (582 μL, 3.3 mmol) was added and it was stirred overnight. The reaction mixture was purified by chromatography to give the sub-title compound. Reactants: OC1=CC=C(C=C1)[C@@H]1N([C@@]2(CC1)C(NCC2)=O)C(=O)OC(C)(C)C (1,1-Dimethylethyl (2R,5R)-2-(4-hydroxyphenyl)-6-oxo-1,7-diazaspiro[4.4]nonane-1-carboxylate), C(#N)C1=C(CBr)C=CC=C1 (2-cyanobenzyl bromide), C1CCCCC1 (cyclohexane). The solvent is C(C)(=O)OCC (ethyl acetate). The product is C(#N)C1=C(C=CC=C1)COC1=CC=C(C=C1)[C@@H]1N([C@@]2(CC1)C(NCC2)=O)C(=O)OC(C)(C)C (1,1-Dimethylethyl (2R,5R)-2-(4-{[(2-cyanophenyl)methyl]oxy}phenyl)-6-oxo-1,7-diazaspiro[4.4]nonane-1-carboxylate). The yield is 90.4%. Reaction SMILES: [OH:1][C:2]1[CH:7]=[CH:6][C:5]([C@H:8]2[CH2:12][CH2:11][C@:10]3([CH2:16][CH2:15][NH:14][C:13]3=[O:17])[N:9]2[C:18]([O:20][C:21]([CH3:24])([CH3:23])[CH3:22])=[O:19])=[CH:4][CH:3]=1.[C:25]([C:27]1[CH:34]=[CH:33][CH:32]=[CH:31][C:28]=1[CH2:29]Br)#[N:26].C1CCCCC1>C(OCC)(=O)C>[C:25]([C:27]1[CH:34]=[CH:33][CH:32]=[CH:31][C:28]=1[CH2:29][O:1][C:2]1[CH:7]=[CH:6][C:5]([C@H:8]2[CH2:12][CH2:11][C@:10]3([CH2:16][CH2:15][NH:14][C:13]3=[O:17])[N:9]2[C:18]([O:20][C:21]([CH3:24])([CH3:23])[CH3:22])=[O:19])=[CH:4][CH:3]=1)#[N:26]. Procedure details: The title compound (102 mg, 90%) was prepared using a similar procedure as set out earlier in Description 11 starting from 1,1-dimethylethyl (2R,5R)-2-(4-hydroxyphenyl)-6-oxo-1,7-diazaspiro[4.4]nonane-1-carboxylate (D25, 84 mg, 0.252 mmol) and 2-cyanobenzyl bromide (74 mg, 1.5 eq); Rt (HPLC): 5.37 min; Rf (cyclohexane:ethyl acetate=1:1): 0.07; MS: (ES/+) m/z: 470 [M+Na+]. C26H29N3O4 requires 447.